From a dataset of the Open Reaction Database (ORD), a public repository of structured organic reaction records. describe an organic reaction: reactants, conditions, products, and yield Starting materials: [K] (potassium), C(C)(=O)O (acetic acid), OCN1N=CC(NC1=O)=O (2-hydroxymethyl-3,5-dioxo-2,3,4,5-tetrahydro-1,2,4-triazine), C1(=CC=CC2=CC=CC=C12)C(=O)Cl (1-naphthylcarbonyl chloride). Run in N1=CC=CC=C1 (pyridine), O (water), C(C)(=O)OCC (ethyl acetate), O (water). Conditions: time 8 hour. The product is C1(=CC=CC2=CC=CC=C12)C(=O)OCN1N=CC(NC1=O)=O (2-(1-naphthylcarbonyloxymethyl)-3,5-dioxo-2,3,4,5-tetrahydro-1,2,4-triazine). Reaction SMILES: [K].[OH:2][CH2:3][N:4]1[C:9](=[O:10])[NH:8][C:7](=[O:11])[CH:6]=[N:5]1.[C:12]1([C:22](Cl)=[O:23])[C:21]2[C:16](=[CH:17][CH:18]=[CH:19][CH:20]=2)[CH:15]=[CH:14][CH:13]=1.C(O)(=O)C>N1C=CC=CC=1.O.C(OCC)(=O)C>[C:12]1([C:22]([O:2][CH2:3][N:4]2[C:9](=[O:10])[NH:8][C:7](=[O:11])[CH:6]=[N:5]2)=[O:23])[C:21]2[C:16](=[CH:17][CH:18]=[CH:19][CH:20]=2)[CH:15]=[CH:14][CH:13]=1 |^1:0|. Reported procedure: A potassium salt of 2-hydroxymethyl-3,5-dioxo-2,3,4,5-tetrahydro-1,2,4-triazine (1.81 g) is suspended in pyridine (20 ml). The mixture is ice-cooled and dropwise added with 1-naphthylcarbonyl chloride (2.48 g). After the completion of the addition, the reaction mixture is allowed to stand overnight. The pyridine is removed in vacuo from the mixture to give the residue. The residue is dissolved in water, and the resultant aqueous solution is acidified with acetic acid. The acidic aqueous solution... The reactants are C(C)(C)(C)OC(CC1=CC(=C(C=C1)OCC1=CC=CC=C1)C(C)C)=O ((4-benzyloxy-3-isopropyl-phenyl)-acetic acid tert-butyl ester). Reagents/catalysts: [Pd] (palladium on activated carbon). Solvent: C1CCOC1 (THF). Run at time 2 day. Product: C(C)(C)(C)OC(CC1=CC(=C(C=C1)O)C(C)C)=O ((4-hydroxy-3-isopropyl-phenyl)-acetic acid tert-butyl ester). RXN SMILES: [C:1]([O:5][C:6](=[O:25])[CH2:7][C:8]1[CH:13]=[CH:12][C:11]([O:14]CC2C=CC=CC=2)=[C:10]([CH:22]([CH3:24])[CH3:23])[CH:9]=1)([CH3:4])([CH3:3])[CH3:2]>C1COCC1.[Pd]>[C:1]([O:5][C:6](=[O:25])[CH2:7][C:8]1[CH:13]=[CH:12][C:11]([OH:14])=[C:10]([CH:22]([CH3:23])[CH3:24])[CH:9]=1)([CH3:4])([CH3:3])[CH3:2]. Reported procedure: To a solution of (4-benzyloxy-3-isopropyl-phenyl)-acetic acid tert-butyl ester (3.04 g, 8.16 mmol, 1 eq) in THF (99 mL) under N2, palladium on activated carbon (10 wt. % 304 mg) was added. The flask was carefully evacuated and refilled with H2 (3×). The black suspension was stirred at r.t. under an H2-atmosphere for 2 days. The black suspension was filtered through Celite and the filter cake was rinsed with THF. The filtrate was concentrated in vacuo to give the title compound as a colorless oil... Procedure: Compound 176 was synthesized using spiro[naphtho[1,2-b][1,4]oxathiine-2,4′-piperidine]-5,6-dione, 2-[(4-chlorophenoxy)methyl]oxirane and conditions outlined in procedure X. LCMS: 486 [M+H]; Rt=1.06 min. The product is ClC1=CC=C(OCC(CN2CCC3(CC2)CSC2=C(O3)C3=CC=CC=C3C(C2=O)=O)O)C=C1 (1′-[3-(4-chlorophenoxy)-2-hydroxypropyl]spiro[naphtho[1,2-b][1,4]oxathiine-2,4′-piperidine]-5,6-dione). The reactants are N1CCC2(CC1)CSC1=C(O2)C2=CC=CC=C2C(C1=O)=O (spiro[naphtho[1,2-b][1,4]oxathiine-2,4′-piperidine]-5,6-dione), ClC1=CC=C(OCC2OC2)C=C1 (2-[(4-chlorophenoxy)methyl]oxirane). RXN SMILES: [NH:1]1[CH2:6][CH2:5][C:4]2([O:11][C:10]3[C:12]4[C:17]([C:18](=[O:21])[C:19](=[O:20])[C:9]=3[S:8][CH2:7]2)=[CH:16][CH:15]=[CH:14][CH:13]=4)[CH2:3][CH2:2]1.[Cl:22][C:23]1[CH:33]=[CH:32][C:26]([O:27][CH2:28][CH:29]2[CH2:31][O:30]2)=[CH:25][CH:24]=1>>[Cl:22][C:23]1[CH:33]=[CH:32][C:26]([O:27][CH2:28][CH:29]([OH:30])[CH2:31][N:1]2[CH2:2][CH2:3][C:4]3([O:11][C:10]4[C:12]5[C:17]([C:18](=[O:21])[C:19](=[O:20])[C:9]=4[S:8][CH2:7]3)=[CH:16][CH:15]=[CH:14][CH:13]=5)[CH2:5][CH2:6]2)=[CH:25][CH:24]=1. Reactants: C1(CCCC1)C(=O)N1CCNCC1 (N-(Cyclopentylcarbonyl)piperazine), ClC1=NC2=CC(=C(C=C2C(=N1)NN)OC)OC (2-chloro-4-hydrazino-6,7-dimethoxyquinazoline). Yields the product Cl.N(N)C1=NC(=NC2=CC(=C(C=C12)OC)OC)N1CCN(CC1)C(=O)C1CCCC1 (4-hydrazino-2-[4-(cyclopentylcarbonyl)-1-piperazinyl]-6,7-dimethoxyquinazolinehydrochloride). Reaction SMILES: [CH:1]1([C:6]([N:8]2[CH2:13][CH2:12][NH:11][CH2:10][CH2:9]2)=[O:7])[CH2:5][CH2:4][CH2:3][CH2:2]1.[Cl:14][C:15]1[N:24]=[C:23]([NH:25][NH2:26])[C:22]2[C:17](=[CH:18][C:19]([O:29][CH3:30])=[C:20]([O:27][CH3:28])[CH:21]=2)[N:16]=1>>[ClH:14].[NH:25]([C:23]1[C:22]2[C:17](=[CH:18][C:19]([O:29][CH3:30])=[C:20]([O:27][CH3:28])[CH:21]=2)[N:16]=[C:15]([N:11]2[CH2:10][CH2:9][N:8]([C:6]([CH:1]3[CH2:2][CH2:3][CH2:4][CH2:5]3)=[O:7])[CH2:13][CH2:12]2)[N:24]=1)[NH2:26] |f:2.3|. Procedure details: N-(Cyclopentylcarbonyl)piperazine (0.02 mole) and 2-chloro-4-hydrazino-6,7-dimethoxyquinazoline (0.02 mole) reacted according to the procedure of Example 7 provides 4-hydrazino-2-[4-(cyclopentylcarbonyl)-1-piperazinyl]-6,7-dimethoxyquinazolinehydrochloride, m.p. 282°-284° C. Reported procedure: 71.0 mg (0.17 mmol) of tert-butyl(+/−)-cyclopentyl{4-[(3-oxo-1,3-dihydro-2H-indazol-2-yl)-methyl]phenyl}acetate were initially charged in 400 μl of dichloromethane, and 134 μl of trifluoroacetic acid were added. The mixture was stirred at RT for 2 h. The reaction mixture was then concentrated on a rotary evaporator, and the residue was dried under high vacuum. This gave 82 mg of crude product, which was used without further purification. The solvent is ClCCl (dichloromethane). Yields the product C1(CCCC1)C(C(=O)O)C1=CC=C(C=C1)CN1NC2=CC=CC=C2C1=O ((+/−)-Cyclopentyl{4-[(3-oxo-1,3-dihydro-2H-indazol-2-yl)methyl]phenyl}acetic acid). Reaction SMILES: [CH:1]1([CH:6]([C:14]2[CH:19]=[CH:18][C:17]([CH2:20][N:21]3[C:29](=[O:30])[C:28]4[C:23](=[CH:24][CH:25]=[CH:26][CH:27]=4)[NH:22]3)=[CH:16][CH:15]=2)[C:7]([O:9]C(C)(C)C)=[O:8])[CH2:5][CH2:4][CH2:3][CH2:2]1.FC(F)(F)C(O)=O>ClCCl>[CH:1]1([CH:6]([C:14]2[CH:19]=[CH:18][C:17]([CH2:20][N:21]3[C:29](=[O:30])[C:28]4[C:23](=[CH:24][CH:25]=[CH:26][CH:27]=4)[NH:22]3)=[CH:16][CH:15]=2)[C:7]([OH:9])=[O:8])[CH2:2][CH2:3][CH2:4][CH2:5]1. The reactants are C1(CCCC1)C(C(=O)OC(C)(C)C)C1=CC=C(C=C1)CN1NC2=CC=CC=C2C1=O (tert-butyl(+/−)-cyclopentyl{4-[(3-oxo-1,3-dihydro-2H-indazol-2-yl)-methyl]phenyl}acetate), FC(C(=O)O)(F)F (trifluoroacetic acid). Run at time 2 hour. Procedure details: 5-amino-3-isopropyl-1-methyl pyrazole (described in British Patent 1,057,740) (19.3 g) was dissolved in 180 ml phosphorus oxychloride (POCl3). 1-Acetyl-2-imidazolidinone (J. Chem Soc 1964, 178) (20.1 g) was added. This reaction mixture was stirred at 55° for 40 hr. The solvents were concentrated in vacuum, ice and methylene chloride were added and the mixture neutralized with 25% sodium hydroxide in water. The methylene chloride layer was dried over MgSO4 and then concentrated and the residue cr... The product is C(C)(=O)N1C(=NCC1)NC1=CC(=NN1C)C(C)C (1-Acetyl-2(3-isopropyl-1-methyl-5-pyrazolyl)amino-2-imidazoline). Conditions: time 40 hour. Solvent: P(=O)(Cl)(Cl)Cl (phosphorus oxychloride). As a reaction SMILES: [NH2:1][C:2]1[N:6]([CH3:7])[N:5]=[C:4]([CH:8]([CH3:10])[CH3:9])[CH:3]=1.[C:11]([N:14]1[CH2:18][CH2:17][NH:16][C:15]1=O)(=[O:13])[CH3:12]>P(Cl)(Cl)(Cl)=O>[C:11]([N:14]1[CH2:18][CH2:17][N:16]=[C:15]1[NH:1][C:2]1[N:6]([CH3:7])[N:5]=[C:4]([CH:8]([CH3:10])[CH3:9])[CH:3]=1)(=[O:13])[CH3:12]. Starting materials: NC1=CC(=NN1C)C(C)C (5-amino-3-isopropyl-1-methyl pyrazole), C(C)(=O)N1C(NCC1)=O (1-Acetyl-2-imidazolidinone).